From a dataset of the Open Reaction Database (ORD), a public repository of structured organic reaction records. describe an organic reaction: reactants, conditions, products, and yield Starting materials: CC=1CS[C@H]2N(C1)C(C2)=O (3-methyl-3-cephem), O=[O+][O-] (ozone). The product is OC=1CS[C@H]2N(C1)C(C2)=O (3-hydroxy-3-cephem). RXN SMILES: C[C:2]1[CH2:3][S:4][C@@H:5]2[CH2:9][C:8](=[O:10])[N:6]2[CH:7]=1.[O:11]=[O+][O-]>>[OH:11][C:2]1[CH2:3][S:4][C@@H:5]2[CH2:9][C:8](=[O:10])[N:6]2[CH:7]=1. Reported procedure: In yet a further method for preparing compounds of the invention wherein R2 is methyl, methoxy, or chloro, a 7-aminocephalosporanic acid ester is acylated with the desired benzothienylglycine or dihydrobenzothienyl glycine and the product is reacted with a thiol such as a C1 -C4 alkyl mercaptan or with thiourea to form, the 3-alkylthio or isothiouronium derivative, respectively, by nucleophilic displacement of the 3-acetoxy group. The thio derivative is then subjected to reductive displacement w... Reactants: Nc1ccc2[nH]nc(Cl)c2c1, CC1=C(C(=O)O)C(c2ccc(F)cc2)CC(=O)N1, CN(C)C=O. Product: CC1=C(C(=O)Nc2ccc3[nH]nc(Cl)c3c2)C(c2ccc(F)cc2)CC(=O)N1. Reaction SMILES: [Cl:19][c:20]1[n:21][nH:22][c:23]2[cH:24][cH:25][c:26]([NH2:29])[cH:27][c:28]12.[F:1][c:2]1[cH:3][cH:4][c:5]([CH:8]2[C:9]([C:16](=[O:17])[OH:18])=[C:10]([CH3:15])[NH:11][C:12](=[O:14])[CH2:13]2)[cH:6][cH:7]1.[O:30]=[CH:31][N:32]([CH3:33])[CH3:34]>>[F:1][c:2]1[cH:3][cH:4][c:5]([CH:8]2[C:9]([C:16](=[O:18])[NH:29][c:26]3[cH:25][cH:24][c:23]4[nH:22][n:21][c:20]([Cl:19])[c:28]4[cH:27]3)=[C:10]([CH3:15])[NH:11][C:12](=[O:14])[CH2:13]2)[cH:6][cH:7]1. Starting materials: COC(=O)c1ccc(C=NCc2ccccc2)cc1, CCOC(C)=O, COP([O-])OC. Yields the product COC(=O)c1ccc(C(NCc2ccccc2)P(=O)(OC)OC)cc1. As a reaction SMILES: [CH3:1][O:2][C:3]([c:4]1[cH:5][cH:6][c:7]([CH:10]=[N:11][CH2:12][c:13]2[cH:14][cH:15][cH:16][cH:17][cH:18]2)[cH:8][cH:9]1)=[O:19].[CH3:26][CH2:27][O:28][C:29]([CH3:30])=[O:31].[P:20]([O:21][CH3:22])([O:23][CH3:24])[O-:25]>>[CH3:1][O:2][C:3]([c:4]1[cH:5][cH:6][c:7]([CH:10]([NH:11][CH2:12][c:13]2[cH:14][cH:15][cH:16][cH:17][cH:18]2)[P:20]([O:21][CH3:22])([O:23][CH3:24])=[O:25])[cH:8][cH:9]1)=[O:19].